Dataset: the Open Reaction Database (ORD), a public repository of structured organic reaction records. Task: describe an organic reaction: reactants, conditions, products, and yield Starting materials: CCOC(=O)CN1C(=O)C(NC(=O)OCc2ccccc2)N=C(CC)c2cccc(C)c21, COCCOC, CCOC(C)=O, CC(C)OC(C)C, Cl, [Na+], [OH-]. The product is CCC1=NC(NC(=O)OCc2ccccc2)C(=O)N(CC(=O)O)c2c(C)cccc21. As a reaction SMILES: [CH2:1]([c:2]1[cH:3][cH:4][cH:5][cH:6][cH:7]1)[O:8][C:9](=[O:10])[NH:11][CH:12]1[C:13](=[O:32])[N:14]([CH2:26][C:27](=[O:28])[O:29][CH2:30][CH3:31])[c:15]2[c:16]([cH:21][cH:22][cH:23][c:24]2[CH3:25])[C:17]([CH2:19][CH3:20])=[N:18]1.[CH3:35][O:36][CH2:37][CH2:38][O:39][CH3:40].[CH3:41][CH2:42][O:43][C:44](=[O:45])[CH3:46].[CH:48]([O:49][CH:50]([CH3:51])[CH3:52])([CH3:53])[CH3:54].[ClH:47].[Na+:34].[OH-:33]>>[CH2:1]([c:2]1[cH:3][cH:4][cH:5][cH:6][cH:7]1)[O:8][C:9](=[O:10])[NH:11][CH:12]1[C:13](=[O:32])[N:14]([CH2:26][C:27](=[O:28])[OH:29])[c:15]2[c:16]([cH:21][cH:22][cH:23][c:24]2[CH3:25])[C:17]([CH2:19][CH3:20])=[N:18]1.